Dataset: the Open Reaction Database (ORD), a public repository of structured organic reaction records. Task: describe an organic reaction: reactants, conditions, products, and yield The reactants are C1CNCCN1, CCO, Clc1cc(Cl)c(Cl)nn1. Yields the product Clc1cc(N2CCNCC2)c(Cl)nn1. Reaction SMILES: [CH2:10]1[CH2:11][NH:12][CH2:13][CH2:14][NH:15]1.[CH3:16][CH2:17][OH:18].[Cl:1][c:2]1[n:3][n:4][c:5]([Cl:9])[cH:6][c:7]1[Cl:8]>>[Cl:1][c:2]1[n:3][n:4][c:5]([Cl:9])[cH:6][c:7]1[N:12]1[CH2:11][CH2:10][NH:15][CH2:14][CH2:13]1. Reactants: N1=CC=CC2=C(C=CC=C12)N=CC(CC1(CC1)C1=C(C=CC(=C1)F)OC)(O)C(F)(F)F (1-(quinolin-5-ylimino)-3-[1-(5-fluoro-2-methoxyphenyl)cycloprop-1-yl]-2-(trifluoromethyl)propan-2-ol), [BH4-].[Na+] (sodium borohydride), CCCCCC.C(C)(=O)OCC (hexane ethyl acetate). Run in CO (methanol), O1CCCC1 (tetrahydrofuran). Product: N1=CC=CC2=C(C=CC=C12)NCC(CC1(CC1)C1=C(C=CC(=C1)F)OC)(O)C(F)(F)F (1-(Quinolin-5-ylamino)-3-[1-(5-fluoro-2-methoxyphenyl)cycloprop-1-yl]-2-(trifluoromethyl)propan-2-ol). RXN SMILES: [N:1]1[C:10]2[C:5](=[C:6]([N:11]=[CH:12][C:13]([C:28]([F:31])([F:30])[F:29])([OH:27])[CH2:14][C:15]3([C:18]4[CH:23]=[C:22]([F:24])[CH:21]=[CH:20][C:19]=4[O:25][CH3:26])[CH2:17][CH2:16]3)[CH:7]=[CH:8][CH:9]=2)[CH:4]=[CH:3][CH:2]=1.[BH4-].[Na+].CCCCCC.C(OCC)(=O)C>CO.O1CCCC1>[N:1]1[C:10]2[C:5](=[C:6]([NH:11][CH2:12][C:13]([C:28]([F:31])([F:29])[F:30])([OH:27])[CH2:14][C:15]3([C:18]4[CH:23]=[C:22]([F:24])[CH:21]=[CH:20][C:19]=4[O:25][CH3:26])[CH2:16][CH2:17]3)[CH:7]=[CH:8][CH:9]=2)[CH:4]=[CH:3][CH:2]=1 |f:1.2,3.4|. Procedure details: 810 mg (1.87 mmol) of 1-(quinolin-5-ylimino)-3-[1-(5-fluoro-2-methoxyphenyl)cycloprop-1-yl]-2-(trifluoromethyl)propan-2-ol is reacted with 288 mg (7.61 mmol) of sodium borohydride in 6.0 ml of methanol and 3.0 ml of tetrahydrofuran as in Example 1. After chromatography on silica gel with hexane-ethyl acetate (0–100%), 660 mg (81% of theory) of the product is obtained. Starting materials: CC(=O)OC1C2O[Si](C(C)C)(C(C)C)O[Si](C(C)C)(C(C)C)OCC2OC1n1cnc2c(Cl)ncnc21, CO, N. Product: CC(C)[Si]1(C(C)C)OCC2OC(n3cnc4c(Cl)ncnc43)C(O)C2O[Si](C(C)C)(C(C)C)O1. As a reaction SMILES: [C:1](=[O:2])([CH3:3])[O:4][CH:5]1[CH:6]([n:28]2[c:29]3[n:30][cH:31][n:32][c:33]([Cl:37])[c:34]3[n:35][cH:36]2)[O:7][CH:8]2[CH:9]1[O:10][Si:11]([CH:22]([CH3:23])[CH3:24])([CH:25]([CH3:26])[CH3:27])[O:12][Si:13]([CH:16]([CH3:17])[CH3:18])([CH:19]([CH3:20])[CH3:21])[O:14][CH2:15]2.[CH3:39][OH:40].[NH3:38]>>[OH:4][CH:5]1[CH:6]([n:28]2[c:29]3[n:30][cH:31][n:32][c:33]([Cl:37])[c:34]3[n:35][cH:36]2)[O:7][CH:8]2[CH:9]1[O:10][Si:11]([CH:22]([CH3:23])[CH3:24])([CH:25]([CH3:26])[CH3:27])[O:12][Si:13]([CH:16]([CH3:17])[CH3:18])([CH:19]([CH3:20])[CH3:21])[O:14][CH2:15]2.